Dataset: the Open Reaction Database (ORD), a public repository of structured organic reaction records. Task: describe an organic reaction: reactants, conditions, products, and yield Reactants: C1(=CC=C(C=C1)S(=O)(=O)O)C (p-toluenesulfonic acid), C(CO)O (ethylene glycol), C(C1=CC=CC=C1)OCCCCC=C1C[C@@H]2CC3(C[C@@H]2C1)OCCO3 (3-(5-benzyloxypentylidene)- 7,7-ethylenedioxy-cis-bicyclo[3,3,0]octane). Run in C1=CC=CC=C1 (benzene). Run at time 2.5 hour. Yields the product C(C1=CC=CC=C1)OCCCCCC1=C[C@@H]2CC3(C[C@@H]2C1)OCCO3 (3-(5-Benzyloxypentyl)-7,7-ethylenedioxy-cis-bicyclo[3,3,0]oct-2-ene). Yield: 102.2%. RXN SMILES: C1(C)C=CC(S(O)(=O)=O)=CC=1.C(O)CO.[CH2:16]([O:23][CH2:24][CH2:25][CH2:26][CH2:27][CH:28]=[C:29]1[CH2:36][C@@H:35]2[C@@H:31]([CH2:32][C:33]3([O:40][CH2:39][CH2:38][O:37]3)[CH2:34]2)[CH2:30]1)[C:17]1[CH:22]=[CH:21][CH:20]=[CH:19][CH:18]=1>C1C=CC=CC=1>[CH2:16]([O:23][CH2:24][CH2:25][CH2:26][CH2:27][CH2:28][C:29]1[CH2:36][C@@H:35]2[C@@H:31]([CH2:32][C:33]3([O:37][CH2:38][CH2:39][O:40]3)[CH2:34]2)[CH:30]=1)[C:17]1[CH:18]=[CH:19][CH:20]=[CH:21][CH:22]=1. Procedure: 1.50 g of p-toluenesulfonic acid and 2.9 ml of ethylene glycol were added to 17.8 g of 3-(5-benzyloxypentylidene)- 7,7-ethylenedioxy-cis-bicyclo[3,3,0]octane (prepared as described in Preparation 3) in 300 ml of benzene, and the mixture was heated, with stirring, for 2.5 hours whilst removing water as an azeotropic mixture. Upon completion of the reaction, the reaction mixture was washed with water and dried over anhydrous sodium sulfate. The solvent was distilled off from the reaction mixture u... Reactants: OC1=C2C(=CC(OC2=CC(=C1)OC(C(C)(C)C)=O)=O)CCC (5-Hydroxy-7-pivaloyloxy-4-propylcoumarin), C([O-])([O-])=O.[K+].[K+] (potassium carbonate), ClC(C#C)(C)C (3-chloro-3-methyl-1-butyne). Reagents/catalysts: [Cl-].[Cl-].[Zn+2] (ZnCl2), [I-].C(CCC)[N+](CCCC)(CCCC)CCCC (tetrabutylammonium iodide). Solvent: CC(CC)=O (2-butanone), CN(C)C=O (DMF). Conditions: temperature 60 celsius. Product: CC1(C=CC2=C(O1)C1=C(OC(C=C1CCC)=O)C=C2OC(C(C)(C)C)=O)C (2,2-Dimethyl-5-pivaloyloxy-10-propyl-2H,8H-benzo[1,2-b:3,4-b′]dipyran-8-one). Yield: 72.9%. RXN SMILES: [OH:1][C:2]1[CH:11]=[C:10]([O:12][C:13](=[O:18])[C:14]([CH3:17])([CH3:16])[CH3:15])[CH:9]=[C:8]2[C:3]=1[C:4]([CH2:20][CH2:21][CH3:22])=[CH:5][C:6](=[O:19])[O:7]2.C(=O)([O-])[O-].[K+].[K+].Cl[C:30]([CH3:34])([CH3:33])[C:31]#[CH:32]>CC(=O)CC.CN(C=O)C.[I-].C([N+](CCCC)(CCCC)CCCC)CCC.[Cl-].[Cl-].[Zn+2]>[CH3:33][C:30]1([CH3:34])[O:1][C:2]2[C:3]3[C:4]([CH2:20][CH2:21][CH3:22])=[CH:5][C:6](=[O:19])[O:7][C:8]=3[CH:9]=[C:10]([O:12][C:13](=[O:18])[C:14]([CH3:16])([CH3:17])[CH3:15])[C:11]=2[CH:32]=[CH:31]1 |f:1.2.3,7.8,9.10.11|. Reported procedure: To a suspension of compound 7b (304 mg, 1 mmol) in 2-butanone (13 mL) and DMF (1.3 mL) was added potassium carbonate (346 mg, 2.5 mmol), 3-chloro-3-methyl-1-butyne (0.56 mL, 5 mmol) and tetrabutylammonium iodide (360 mg, 1 mmol). The reaction mixture was heated to 60° C. for 1 h, then anhydrous ZnCl2 (1.0 M solution in ether, 1.3 mL) was added. The reaction mixture was heated to 70° C. for 26 h, then cooled to r.t., quenched with saturated aqueous NH4Cl (25 mL), and extracted with ethyl acetate ... Starting materials: CC=1C=C2C=NNC2=C2C1NC(C2=O)=O (5-methyl-1,6-dihydro-pyrrolo[2,3-g]indazole-7,8-dione), OO (hydrogen peroxide), Cl (hydrochloric acid). The solvent is [OH-].[Na+] (sodium hydroxide). Reaction conditions: time 2 hour. The product is NC1=C(C=C2C=NNC2=C1C(=O)O)C (6-amino-5-methyl-1H-indazole-7-carboxylic acid). As a reaction SMILES: [CH3:1][C:2]1[CH:3]=[C:4]2[C:8](=[C:9]3[C:13](=[O:14])C(=O)[NH:11][C:10]=13)[NH:7][N:6]=[CH:5]2.[OH:16]O.Cl>[OH-].[Na+]>[NH2:11][C:10]1[C:9]([C:13]([OH:14])=[O:16])=[C:8]2[C:4]([CH:5]=[N:6][NH:7]2)=[CH:3][C:2]=1[CH3:1] |f:3.4|. Procedure: To a solution of 5-methyl-1,6-dihydro-pyrrolo[2,3-g]indazole-7,8-dione (23 g, 114.3 mmol) in 4N aqueous sodium hydroxide solution (160 ml) at ambient temperature, was added dropwise 30% aqueous hydrogen peroxide solution (27 ml) maintaining the temperature <30° C. with external cooling. The resulting reaction mixture was stirred at ambient temperature for 2 hours. According to TLC, the reaction was complete after 2 hours. The pH was adjusted to pH 3.5 by addition of concentrated hydrochloric aci...